Dataset: the Open Reaction Database (ORD), a public repository of structured organic reaction records. Task: describe an organic reaction: reactants, conditions, products, and yield The reactants are [BH3-]C#N.[Na+] (NaBH3CN), [Si](C)(C)(C(C)(C)C)OCC(CO[Si](C)(C)C(C)(C)C)OC1=C2C=CNC2=CC=C1 (4-[1,3-Bis(t-butyldimethylsilyloxy)propan-2-yloxy]indole), 1-[4-(N-Phthalimido)butanoyl]-4-[1,3-bis(t-butyldimethylsilyloxy)propan-2-yloxy]indoline. The solvent is C(C)(=O)O (acetic acid). Reaction conditions: time 1 hour. The product is [Si](C)(C)(C(C)(C)C)OCC(CO[Si](C)(C)C(C)(C)C)OC1=C2CCNC2=CC=C1 (4-[1,3-bis(t-butyldimethylsilyloxy)propan-2-yloxy]indoline). Isolated yield 75.5%. As a reaction SMILES: [BH3-]C#N.[Na+].[Si:5]([O:12][CH2:13][CH:14]([O:24][C:25]1[CH:33]=[CH:32][CH:31]=[C:30]2[C:26]=1[CH:27]=[CH:28][NH:29]2)[CH2:15][O:16][Si:17]([C:20]([CH3:23])([CH3:22])[CH3:21])([CH3:19])[CH3:18])([C:8]([CH3:11])([CH3:10])[CH3:9])([CH3:7])[CH3:6]>C(O)(=O)C>[Si:5]([O:12][CH2:13][CH:14]([O:24][C:25]1[CH:33]=[CH:32][CH:31]=[C:30]2[C:26]=1[CH2:27][CH2:28][NH:29]2)[CH2:15][O:16][Si:17]([C:20]([CH3:23])([CH3:22])[CH3:21])([CH3:19])[CH3:18])([C:8]([CH3:9])([CH3:10])[CH3:11])([CH3:7])[CH3:6] |f:0.1|. Procedure details: 1-[4-(N-Phthalimido)butanoyl]-4-[1,3-bis(t-butyldimethylsilyloxy)propan-2-yloxy]indoline (15) and related compounds. NaBH3CN (1.79 g, 28.5 mmol) was added portionwise to a solution of the indole 14 (4.13 g, 9.5 mmol) in acetic acid (90 mL) and the mixture was stirred at room temperature for 1 h. The solvent was evaporated and the residue was diluted with water, neutralised with solid NaHCO3 and extracted with EtOAc. The combined organic phases were washed with brine, dried and evaporated to give... Starting materials: ClP(Cl)(Cl)(Cl)Cl, O=C(O)c1ccc2c(c1)C(=O)c1cc(F)ccc1C2=O, Cc1ccccc1C. Product: O=C(Cl)c1ccc2c(c1)C(=O)c1cc(F)ccc1C2=O. As a reaction SMILES: [Cl:21][P:22]([Cl:23])([Cl:24])([Cl:25])[Cl:26].[F:1][c:2]1[cH:3][cH:4][c:5]2[c:14]([cH:15]1)[C:13](=[O:16])[c:12]1[c:7]([cH:8][cH:9][c:10]([C:17](=[O:18])[OH:19])[cH:11]1)[C:6]2=[O:20].[c:27]1([CH3:28])[c:29]([CH3:30])[cH:31][cH:32][cH:33][cH:34]1>>[F:1][c:2]1[cH:3][cH:4][c:5]2[c:14]([cH:15]1)[C:13](=[O:16])[c:12]1[c:7]([cH:8][cH:9][c:10]([C:17](=[O:18])[Cl:21])[cH:11]1)[C:6]2=[O:20]. Reactants: COc1cc(F)c(C(=O)c2cccc(F)c2)cc1Br, [C-]#N, [C-]#N, CN(C)C=O, O=C(C=Cc1ccccc1)C=Cc1ccccc1, O=C(C=Cc1ccccc1)C=Cc1ccccc1, O=C(C=Cc1ccccc1)C=Cc1ccccc1, O, [Pd], [Pd], [Zn+2]. Product: COc1cc(F)c(C(=O)c2cccc(F)c2)cc1C#N. RXN SMILES: [Br:1][c:2]1[c:3]([O:18][CH3:19])[cH:4][c:5]([F:17])[c:6]([C:8](=[O:9])[c:10]2[cH:11][c:12]([F:16])[cH:13][cH:14][cH:15]2)[cH:7]1.[C-:26]#[N:27].[C-:29]#[N:30].[CH3:21][N:22]([CH3:23])[CH:24]=[O:25].[O:33]=[C:34]([CH:35]=[CH:36][c:37]1[cH:38][cH:39][cH:40][cH:41][cH:42]1)[CH:43]=[CH:44][c:45]1[cH:46][cH:47][cH:48][cH:49][cH:50]1.[O:51]=[C:52]([CH:53]=[CH:54][c:55]1[cH:56][cH:57][cH:58][cH:59][cH:60]1)[CH:61]=[CH:62][c:63]1[cH:64][cH:65][cH:66][cH:67][cH:68]1.[O:69]=[C:70]([CH:71]=[CH:72][c:73]1[cH:74][cH:75][cH:76][cH:77][cH:78]1)[CH:79]=[CH:80][c:81]1[cH:82][cH:83][cH:84][cH:85][cH:86]1.[OH2:20].[Pd:31].[Pd:32].[Zn+2:28]>>[c:2]1([C:21]#[N:22])[c:3]([O:18][CH3:19])[cH:4][c:5]([F:17])[c:6]([C:8](=[O:9])[c:10]2[cH:11][c:12]([F:16])[cH:13][cH:14][cH:15]2)[cH:7]1. The reactants are COc1ccc(CN(Cc2ccc(OC)cc2)c2ncc(-c3nc(N4CCOCC4)nc4c3CCN4c3cccc(C(=O)O)c3)cn2)cc1, OCCN1CCNCC1. Product: COc1ccc(CN(Cc2ccc(OC)cc2)c2ncc(-c3nc(N4CCOCC4)nc4c3CCN4c3cccc(C(=O)N4CCN(CCO)CC4)c3)cn2)cc1. RXN SMILES: [CH3:1][O:2][c:3]1[cH:4][cH:5][c:6]([CH2:7][N:8]([c:9]2[n:10][cH:11][c:12](-[c:15]3[c:16]4[c:17]([n:18][c:19]([N:21]5[CH2:22][CH2:23][O:24][CH2:25][CH2:26]5)[n:20]3)[N:27]([c:30]3[cH:31][c:32]([C:33](=[O:34])[OH:35])[cH:36][cH:37][cH:38]3)[CH2:28][CH2:29]4)[cH:13][n:14]2)[CH2:39][c:40]2[cH:41][cH:42][c:43]([O:46][CH3:47])[cH:44][cH:45]2)[cH:48][cH:49]1.[N:50]1([CH2:56][CH2:57][OH:58])[CH2:51][CH2:52][NH:53][CH2:54][CH2:55]1>>[CH3:1][O:2][c:3]1[cH:4][cH:5][c:6]([CH2:7][N:8]([c:9]2[n:10][cH:11][c:12](-[c:15]3[c:16]4[c:17]([n:18][c:19]([N:21]5[CH2:22][CH2:23][O:24][CH2:25][CH2:26]5)[n:20]3)[N:27]([c:30]3[cH:31][c:32]([C:33](=[O:34])[N:53]5[CH2:52][CH2:51][N:50]([CH2:56][CH2:57][OH:58])[CH2:55][CH2:54]5)[cH:36][cH:37][cH:38]3)[CH2:28][CH2:29]4)[cH:13][n:14]2)[CH2:39][c:40]2[cH:41][cH:42][c:43]([O:46][CH3:47])[cH:44][cH:45]2)[cH:48][cH:49]1. The reactants are COC(=O)[C@H]1N[C@H](C=2NC3=CC=CC=C3C2C1)C=1OC2=C(C1)C=CC=C2 ((1R,3S)-1-benzofuran-2-yl,2,3,4,9-tetrahydro-1H-β-carboline-3-carboxylic acid methyl ester), (1R,3S)- and (1S,3S)-1-(3-methyl-benzo[b]thiophen-2-yl)-2,3,4,9-tetrahydro-1H-β-carboline-3-carboxylic acid methyl ester, O1C(=CC2=C1C=CC=C2)C=O (benzofuran-2-carbaldehyde), aldehyde, Intermediates 3. Yields the product COC(=O)[C@H]1N[C@H](C=2NC3=CC=CC=C3C2C1)C=1OC2=C(C1)C=CC=C2 ((1R,3S)-1-benzofuran-2-yl,2,3,4,9-tetrahydro-1H-β-carboline-3-carboxylic acid methyl ester), COC(=O)[C@H]1N[C@@H](C=2NC3=CC=CC=C3C2C1)C=1OC2=C(C1)C=CC=C2 ((1S,3S)-1-benzofuran-2-yl-2,3,4,9-tetrahydro-1H-β-carboline-3-carboxylic acid methyl ester). Yield: 20.0%. Reaction SMILES: O1C2C=CC=CC=2C=C1C=O.[CH3:12][O:13][C:14]([C@@H:16]1[CH2:28][C:27]2[C:26]3[C:21](=[CH:22][CH:23]=[CH:24][CH:25]=3)[NH:20][C:19]=2[C@H:18]([C:29]2[O:30][C:31]3[CH:37]=[CH:36][CH:35]=[CH:34][C:32]=3[CH:33]=2)[NH:17]1)=[O:15]>>[CH3:12][O:13][C:14]([C@@H:16]1[CH2:28][C:27]2[C:26]3[C:21](=[CH:22][CH:23]=[CH:24][CH:25]=3)[NH:20][C:19]=2[C@H:18]([C:29]2[O:30][C:31]3[CH:37]=[CH:36][CH:35]=[CH:34][C:32]=3[CH:33]=2)[NH:17]1)=[O:15].[CH3:12][O:13][C:14]([C@@H:16]1[CH2:28][C:27]2[C:26]3[C:21](=[CH:22][CH:23]=[CH:24][CH:25]=3)[NH:20][C:19]=2[C@@H:18]([C:29]2[O:30][C:31]3[CH:37]=[CH:36][CH:35]=[CH:34][C:32]=3[CH:33]=2)[NH:17]1)=[O:15]. Procedure: Using benzofuran-2-carbaldehyde as the starting aldehyde, Intermediates 1 and 2 were prepared by the same method described below for (1R,3S)- and (1S,3S)-1-(3-methyl-benzo[b]thiophen-2-yl)-2,3,4,9-tetrahydro-1H-β-carboline-3-carboxylic acid methyl ester (Intermediates 3 and 4). The crude mixture of diasteromers was separated by chromatography (Chiralcel OD-H column, 60% heptane, 40% ethanol) to yield 2.5 g (56%) of (1R,3S)-1-benzofuran-2-yl,2,3,4,9-tetrahydro-1H-β-carboline-3-carboxylic acid met... The reactants are FC(C(=O)N1CCC2=C(C(C1)C)C=C(C(=C2)O)I)(F)F (N-trifluoroacetyl-7-hydroxy-8-iodo-1-methyl-2,3,4,5-tetrahydro-1H-3-benzazepine), C(C=C)Br (allyl bromide), C1CCC2=NCCCN2CC1 (DBU). Run in ClCCl (dichloromethane), CCOC(=O)C (EtOAc). Conditions: time 2 hour. Yields the product FC(C(=O)N1CCC2=C(C(C1)C)C=C(C(=C2)OCC=C)I)(F)F (N-Trifluoroacetyl-7-allyloxy-8-iodo-1-methyl-2,3,4,5-tetrahydro-1H-3-benzazepine). Yield: 69.8%. Reaction SMILES: [F:1][C:2]([F:20])([F:19])[C:3]([N:5]1[CH2:11][CH:10]([CH3:12])[C:9]2[CH:13]=[C:14]([I:18])[C:15]([OH:17])=[CH:16][C:8]=2[CH2:7][CH2:6]1)=[O:4].[CH2:21](Br)[CH:22]=[CH2:23].C1CCN2C(=NCCC2)CC1>ClCCl.CCOC(C)=O>[F:20][C:2]([F:19])([F:1])[C:3]([N:5]1[CH2:11][CH:10]([CH3:12])[C:9]2[CH:13]=[C:14]([I:18])[C:15]([O:17][CH2:23][CH:22]=[CH2:21])=[CH:16][C:8]=2[CH2:7][CH2:6]1)=[O:4]. Procedure details: A solution of N-trifluoroacetyl-7-hydroxy-8-iodo-1-methyl-2,3,4,5-tetrahydro-1H-3-benzazepine (30 mg, 0.075 mmol) in dichloromethane (2 mL) was treated with allyl bromide (18 mg, 0.15 mmol), DBU (23 mg, 0.15 mmol) and stirred 2 hours at 20 C. The product mixture was diluted with EtOAc (10 mL), washed with 5% aqueous HCl (5 mL), brine (5 mL), dried with Na2SO4 and concentrated. Flash chromatography (15% EtOAc in hexane, silica) resulted in 23 mg of a clear oil. MS calculated for C16H17F3INO2+H: 4... The reactants are C(#N)C1=C2C=C(NC2=CC=C1)C(=O)OCC (ethyl 4-cyano-1H-indole-2-carboxylate), O[Li].O (LiOH.H2O). The solvent is C(C)O (ethanol). The product is C(#N)C1=C2C=C(NC2=CC=C1)C(=O)O (4-cyano-1H-indole-2-carboxylic acid). The yield is 87.1%. RXN SMILES: [C:1]([C:3]1[CH:11]=[CH:10][CH:9]=[C:8]2[C:4]=1[CH:5]=[C:6]([C:12]([O:14]CC)=[O:13])[NH:7]2)#[N:2].O[Li].O>C(O)C>[C:1]([C:3]1[CH:11]=[CH:10][CH:9]=[C:8]2[C:4]=1[CH:5]=[C:6]([C:12]([OH:14])=[O:13])[NH:7]2)#[N:2] |f:1.2|. Procedure details: To a solution of ethyl 4-cyano-1H-indole-2-carboxylate (I-3a: 330 mg, 1.542 mmol) in ethanol (10 mL) was added LiOH.H2O (129 mg, 3.08 mmol) and the mixture was refluxed for 16 h. The solvent was evaporated under reduced pressure and the residue diluted with water (10 mL). The aqueous layer was acidified with 10% aq. HCl solution to pH 6.0 and the precipitated solid was filtered. The residue was washed with water and dried under vacuum to afford 250 mg (87%) of 4-cyano-1H-indole-2-carboxylic acid... The reactants are BrC1=C(C(=CC=C1)N)N (3-bromobenzene-1,2-diamine), FC(C(C(=O)OC)=O)(F)F (methyl 3,3,3-trifluoro-2-oxopropanoate). The solvent is CCO (EtOH). Yields the product BrC=1C=CC=C2N=C(C(NC12)=O)C(F)(F)F (8-bromo-3-(trifluoromethyl)quinoxalin-2(1H)-one). Isolated yield 29.0%. RXN SMILES: [Br:1][C:2]1[CH:7]=[CH:6][CH:5]=[C:4]([NH2:8])[C:3]=1[NH2:9].[F:10][C:11]([F:19])([F:18])[C:12](=O)[C:13](OC)=[O:14]>CCO>[Br:1][C:2]1[CH:7]=[CH:6][CH:5]=[C:4]2[C:3]=1[NH:9][C:13](=[O:14])[C:12]([C:11]([F:19])([F:18])[F:10])=[N:8]2. Reported procedure: A solution of 3-bromobenzene-1,2-diamine (1.00 g, 5.35 mmol, CombiBlocks, Inc., San Diego, Calif.) and methyl 3,3,3-trifluoro-2-oxopropanoate (0.655 mL, 6.42 mmol; Alfa Aesar, Ward Hill, Mass.) in EtOH (15 mL) was stirred at reflux under argon for 17 h. The mixture was concentrated in vacuo. Purification by silica gel (0-70% EtOAc/Hexanes) provided 8-bromo-3-(trifluoromethyl)quinoxalin-2(1H)-one (224b, 29% yield) as a tan solid. 1H NMR (400 MHz, DMSO-d6) δ ppm 12.43 (1H, br. s.), 8.04 (1H, d, J=...